Dataset: the Open Reaction Database (ORD), a public repository of structured organic reaction records. Task: describe an organic reaction: reactants, conditions, products, and yield The reactants are NC1=C(C(=C(C(N1)=S)C#N)C=1OC=CC1)C#N (6-Amino-4-furan-2-yl-2-thioxo-1,2-dihydro-pyridine-3,5-dicarbonitrile), M—PhCH═CH2, ( 16 ), C1(=CC=CC=C1)CCBr (2-phenylethyl bromide), C[O-].[Na+] (sodium methylate). The solvent is CO (methanol). Product: NC1=NC(=C(C(=C1C#N)C=1OC=CC1)C#N)SCCC1=CC=CC=C1 (2-Amino-4-furan-2-yl-6-phenethylsulfanyl-pyridine-3,5-dicarbonitrile). RXN SMILES: [NH2:1][C:2]1[NH:7][C:6](=[S:8])[C:5]([C:9]#[N:10])=[C:4]([C:11]2[O:12][CH:13]=[CH:14][CH:15]=2)[C:3]=1[C:16]#[N:17].[C:18]1([CH2:24][CH2:25]Br)[CH:23]=[CH:22][CH:21]=[CH:20][CH:19]=1.C[O-].[Na+]>CO>[NH2:1][C:2]1[C:3]([C:16]#[N:17])=[C:4]([C:11]2[O:12][CH:13]=[CH:14][CH:15]=2)[C:5]([C:9]#[N:10])=[C:6]([S:8][CH2:25][CH2:24][C:18]2[CH:23]=[CH:22][CH:21]=[CH:20][CH:19]=2)[N:7]=1 |f:2.3|. Reported procedure: From 6-Amino-4-furan-2-yl-2-thioxo-1,2-dihydro-pyridine-3,5-dicarbonitrile, 2-phenylethyl bromide and sodium methylate in methanol. EI-MS m/e (%): 346 (M+, 4), 242 ([M—PhCH═CH2]+, 100), 91 (16). The reactants are O=C1CCCO1, CCOC(=O)COCc1ccccc1, [Li]CCCC, CCOC(C)=O, CCCCCC, CC(C)NC(C)C, Cl, C1CCOC1. The product is O=C(COCc1ccccc1)C1CCOC1=O. As a reaction SMILES: [C:13]1(=[O:18])[CH2:14][CH2:15][CH2:16][O:17]1.[CH2:19]([c:20]1[cH:21][cH:22][cH:23][cH:24][cH:25]1)[O:26][CH2:27][C:28](=[O:29])[O:30][CH2:31][CH3:32].[CH2:8]([Li:9])[CH2:10][CH2:11][CH3:12].[CH3:39][CH2:40][O:41][C:42](=[O:43])[CH3:44].[CH3:45][CH2:46][CH2:47][CH2:48][CH2:49][CH3:50].[CH:1]([NH:2][CH:3]([CH3:4])[CH3:5])([CH3:6])[CH3:7].[ClH:33].[O:34]1[CH2:35][CH2:36][CH2:37][CH2:38]1>>[C:13]1(=[O:18])[CH:14]([C:28]([CH2:27][O:26][CH2:19][c:20]2[cH:21][cH:22][cH:23][cH:24][cH:25]2)=[O:29])[CH2:15][CH2:16][O:17]1. The reactants are ClCCNC(=O)N(C1[C@H](O)[C@@H](O)[C@@H](O)[C@H](O1)CO)CC(C)C (1-(2-chloroethyl)-3-isobutyl-3-D-galactopyranosylurea), N(=O)[O-].[Na+] (sodium nitrite). The solvent is C(=O)O (formic acid). Reaction conditions: time 1 hour. Product: ClCCN(C(=O)N(C1[C@H](O)[C@@H](O)[C@@H](O)[C@H](O1)CO)CC(C)C)N=O (1-(2-chloroethyl)-1-nitroso-3-isobutyl-3-D-galactopyranosylurea). Yield: 26.3%. RXN SMILES: [Cl:1][CH2:2][CH2:3][NH:4][C:5]([N:7]([CH2:19][CH:20]([CH3:22])[CH3:21])[CH:8]1[O:16][C@H:15]([CH2:17][OH:18])[C@H:13]([OH:14])[C@H:11]([OH:12])[C@H:9]1[OH:10])=[O:6].[N:23]([O-])=[O:24].[Na+]>C(O)=O>[Cl:1][CH2:2][CH2:3][N:4]([N:23]=[O:24])[C:5]([N:7]([CH2:19][CH:20]([CH3:22])[CH3:21])[CH:8]1[O:16][C@H:15]([CH2:17][OH:18])[C@H:13]([OH:14])[C@H:11]([OH:12])[C@H:9]1[OH:10])=[O:6] |f:1.2|. Procedure details: 7.0 g of 1-(2-chloroethyl)-3-isobutyl-3-D-galactopyranosylurea are dissolved in 15 ml of formic acid, and 5.0 g of sodium nitrite are added gradually thereto at 0° to 5° C. for one hour under stirring. The mixture is further stirred at the same temperature for one hour. After the reaction, the mixture is treated in the same manner as described in Example 5-(2). 2.0 g of 1-(2-chloroethyl)-1-nitroso-3-isobutyl-3-D-galactopyranosylurea are thereby obtained as a pale yellow powder. The reactants are Cl (hydrogen chloride), COC1=CC=C(C=C1)C(C1=CC(=CC=C1)[N+](=O)[O-])N=[N+]=[N-] (α-(4-methoxyphenyl)-3-nitrobenzyl azide), O (water), C1(=CC=CC=C1)P(C1=CC=CC=C1)C1=CC=CC=C1 (triphenylphosphine). The solvent is C(C)(=O)OCC (ethyl acetate), O1CCCC1 (tetrahydrofuran). Yields the product Cl.COC1=CC=C(C=C1)C(C1=CC(=CC=C1)[N+](=O)[O-])N (α-(4-Methoxyphenyl)-3-nitrobenzylamine hydrochloride). RXN SMILES: [CH3:1][O:2][C:3]1[CH:8]=[CH:7][C:6]([CH:9]([N:19]=[N+]=[N-])[C:10]2[CH:15]=[CH:14][CH:13]=[C:12]([N+:16]([O-:18])=[O:17])[CH:11]=2)=[CH:5][CH:4]=1.C1(P(C2C=CC=CC=2)C2C=CC=CC=2)C=CC=CC=1.O.[ClH:42]>O1CCCC1.C(OCC)(=O)C>[ClH:42].[CH3:1][O:2][C:3]1[CH:8]=[CH:7][C:6]([CH:9]([NH2:19])[C:10]2[CH:15]=[CH:14][CH:13]=[C:12]([N+:16]([O-:18])=[O:17])[CH:11]=2)=[CH:5][CH:4]=1 |f:6.7|. Reported procedure: Triphenylphosphinie (20.5 g) was added in small portions to a solution of α-(4-methoxyphenyl)-3-nitrobenzyl azide (18.5 g) [prepared as described in step (a) above] in anhydrous tetrahydrofuran (100 ml). When the triphenylphosphine was dissolved and the evolution of nitrogen had ceased, water (20 ml) was added to the reaction mixture and this mixture was heated under reflux for 6 hours. At the end of this time, the tetrahydrofuran of the reaction mixture was removed by evaporation under reduced ...